Dataset: the Open Reaction Database (ORD), a public repository of structured organic reaction records. Task: describe an organic reaction: reactants, conditions, products, and yield Starting materials: C(C)OCC (ethyl ether), IC=1C(=NC=CN1)C(=O)OC (methyl 3-iodopyrazine-2-carboxylate), ClC(C(=O)OC)(F)F (methyl chlorodifluoroacetate), [F-].[K+] (potassium fluoride). The reagents and catalysts are [Cu](Cl)Cl (copper chloride). Solvent: CN(C)C=O (DMF). Conditions: temperature 120 celsius. Product: FC(C=1C(=NC=CN1)C(=O)OC)(F)F (Methyl 3-trifluoromethyl-pyrazine-2-carboxylate). Yield: 40.9%. As a reaction SMILES: I[C:2]1[C:3]([C:8]([O:10][CH3:11])=[O:9])=[N:4][CH:5]=[CH:6][N:7]=1.Cl[C:13]([F:19])([F:18])C(OC)=O.[F-:20].[K+].C(OCC)C>CN(C=O)C.[Cu](Cl)Cl>[F:18][C:13]([F:19])([F:20])[C:2]1[C:3]([C:8]([O:10][CH3:11])=[O:9])=[N:4][CH:5]=[CH:6][N:7]=1 |f:2.3|. Reported procedure: To methyl 3-iodopyrazine-2-carboxylate (7) (10 g, 37.88 mmol) in DMF (Volume: 300 mL) was added methyl chlorodifluoroacetate (27 g, 0.189 mol), potassium fluoride (13.2 g, 0.227 mol), and copper chloride (22.47 g., 0.227 mol). The reaction was heated at 120° C. for 12 h. The reaction mixture was poured into ethyl ether (1000 ml) and washed with brine (3×300 ml), dried over MgSO4 before the solvent was removed. The residue was loaded onto a silica column and was eluted using ethyl acetate/hexanes... Reactants: Cl.ClC1=C(C=CC=C1C(F)(F)F)NN (2-chloro-3-trifluoromethylphenylhydrazine hydrochloride), C1(=C(C=CC=C1)CC(=O)N)C (2-o-tolylacetamide), C(=O)NC(CC1=CC=CC=C1)=O (N-formylphenylacetamide), Cl.C1(=CC=CC=C1)NN (phenylhydrazine hydrochloride), C1(CCC2=CC=CC=C12)C(=O)N (indan-1-carboxamide). Product: ClC1=C(C=CC=C1C(F)(F)F)N1N=CN=C1C1CCC2=CC=CC=C12 (1-[2-chloro-3-(trifluoromethyl)phenyl]-5-(2,3-dihydro-1H-inden-1-yl)-1H-1,2,4-triazole). RXN SMILES: Cl.[Cl:2][C:3]1[C:8]([C:9]([F:12])([F:11])[F:10])=[CH:7][CH:6]=[CH:5][C:4]=1[NH:13][NH2:14].Cl.[C:16]1(NN)[CH:21]=[CH:20][CH:19]=[CH:18][CH:17]=1.C1(C(N)=O)C2C(=CC=CC=2)CC1.C1(C)C=CC=CC=1CC(N)=O.[CH:47]([NH:49][C:50](=O)[CH2:51][C:52]1C=CC=C[CH:53]=1)=O>>[Cl:2][C:3]1[C:8]([C:9]([F:12])([F:11])[F:10])=[CH:7][CH:6]=[CH:5][C:4]=1[N:13]1[C:50]([CH:51]2[C:21]3[C:16](=[CH:17][CH:18]=[CH:19][CH:20]=3)[CH2:53][CH2:52]2)=[N:49][CH:47]=[N:14]1 |f:0.1,2.3|. Procedure details: The title compound was prepared using the procedure as described in Example 80 substituting 2-chloro-3-trifluoromethylphenylhydrazine hydrochloride for phenylhydrazine hydrochloride and substituting N-formyl-2,3-dihydro-1H-indene-1-carboxamide (prepared using the procedure as described in Example 76A, substituting from indan-1-carboxamide [Seidl Tetrahedron 1964, 20, 633] for 2-o-tolylacetamide) for N-formylphenylacetamide. The residue was purified by flash chromatography (40% ethyl acetate/hexa... As a reaction SMILES: [Br:1][c:2]1[cH:3][cH:4][c:5]2[c:6]([cH:23]1)[C:7]([c:13]1[o:14][cH:15][cH:16][cH:17]1)([c:18]1[o:19][cH:20][cH:21][cH:22]1)[O:8][CH2:9][C:10](=[O:12])[NH:11]2.[C:24](#[N:25])[c:26]1[cH:27][c:28]([B:33]([OH:34])[OH:35])[cH:29][c:30]([F:32])[cH:31]1>>[c:2]1(-[c:28]2[cH:27][c:26]([C:24]#[N:25])[cH:31][c:30]([F:32])[cH:29]2)[cH:3][cH:4][c:5]2[c:6]([cH:23]1)[C:7]([c:13]1[o:14][cH:15][cH:16][cH:17]1)([c:18]1[o:19][cH:20][cH:21][cH:22]1)[O:8][CH2:9][C:10](=[O:12])[NH:11]2. The product is N#Cc1cc(F)cc(-c2ccc3c(c2)C(c2ccco2)(c2ccco2)OCC(=O)N3)c1. Starting materials: O=C1COC(c2ccco2)(c2ccco2)c2cc(Br)ccc2N1, N#Cc1cc(F)cc(B(O)O)c1. Reactants: ClC=1C=CC2=C(C(=CCC=3N2C(NN3)=O)C3=C(C=CC=C3)F)C1 (8-chloro-6-(2-fluorophenyl)-2,4-dihydro-1H-s-triazolo[4,3-a][1]benzazepin-1-one), [N+](=[N-])=C (diazomethane), [N+](=[N-])=C (diazomethane). Run in CO (methanol), C(Cl)Cl (methylene chloride). Reaction conditions: time 3 hour. Yields the product ClC=1C=CC2=C(C(=CCC=3N2C(N(N3)C)=O)C3=C(C=CC=C3)F)C1 (8-chloro-6-(2-fluorophenyl)-2,4-dihydro-2-methyl-1H-s-triazolo[4,3-a][1]benzazepin-1-one). As a reaction SMILES: [Cl:1][C:2]1[CH:3]=[CH:4][C:5]2[N:11]3[C:12](=[O:15])[NH:13][N:14]=[C:10]3[CH2:9][CH:8]=[C:7]([C:16]3[CH:21]=[CH:20][CH:19]=[CH:18][C:17]=3[F:22])[C:6]=2[CH:23]=1.[N+](=[CH2:26])=[N-]>CO.C(Cl)Cl>[Cl:1][C:2]1[CH:3]=[CH:4][C:5]2[N:11]3[C:12](=[O:15])[N:13]([CH3:26])[N:14]=[C:10]3[CH2:9][CH:8]=[C:7]([C:16]3[CH:21]=[CH:20][CH:19]=[CH:18][C:17]=3[F:22])[C:6]=2[CH:23]=1. Procedure: A solution of 2.65 g of 8-chloro-6-(2-fluorophenyl)-2,4-dihydro-1H-s-triazolo[4,3-a][1]benzazepin-1-one in a mixture of 16 ml of methanol and 16 ml of methylene chloride is treated at 0° with 100 ml of ethereal diazomethane solution. After 3 hours, a further 33 ml of diazomethane solution are added and the mixture is left to stand for a further 2 hours. After evaporation of the solution, the residue is chromatographed on 80 g of silica gel while eluting with chloroform/ethanol (99:1). The crude ... The reactants are [I-].[K+] (potassium iodide), ClCCCCCCO (6-chlorohexanol), C([O-])([O-])=O.[K+].[K+] (potassium carbonate), C(CCCCCCCCCCCCCCC)OC(C=CC1=CC=C(C=C1)O)=O (3-(4-Hydroxy-phenyl)-acrylic acid hexadecyl ester). Run in CN1CCCC1=O (NMP), O (Water). Run at temperature 90 celsius, time 18 hour. The product is C(CCCCCCCCCCCCCCC)OC(C=CC1=CC=C(C=C1)OCCCCCCO)=O (3-[4-(6-Hydroxy-hexyloxy)-phenyl]-acrylic acid hexadecyl ester). Yield: 42.9%. As a reaction SMILES: [CH2:1]([O:17][C:18](=[O:28])[CH:19]=[CH:20][C:21]1[CH:26]=[CH:25][C:24]([OH:27])=[CH:23][CH:22]=1)[CH2:2][CH2:3][CH2:4][CH2:5][CH2:6][CH2:7][CH2:8][CH2:9][CH2:10][CH2:11][CH2:12][CH2:13][CH2:14][CH2:15][CH3:16].Cl[CH2:30][CH2:31][CH2:32][CH2:33][CH2:34][CH2:35][OH:36].C(=O)([O-])[O-].[K+].[K+].[I-].[K+]>CN1C(=O)CCC1.O>[CH2:1]([O:17][C:18](=[O:28])[CH:19]=[CH:20][C:21]1[CH:26]=[CH:25][C:24]([O:27][CH2:30][CH2:31][CH2:32][CH2:33][CH2:34][CH2:35][OH:36])=[CH:23][CH:22]=1)[CH2:2][CH2:3][CH2:4][CH2:5][CH2:6][CH2:7][CH2:8][CH2:9][CH2:10][CH2:11][CH2:12][CH2:13][CH2:14][CH2:15][CH3:16] |f:2.3.4,5.6|. Procedure: 3-(4-Hydroxy-phenyl)-acrylic acid hexadecyl ester (4.8 g, 12.4 mmol) was dissolved in 100 ml of NMP. To this was added 6-chlorohexanol (2.19 g, 16 mmol), anhydrous potassium carbonate (1.7 g, 12 mmol) and a catalytic amount of potassium iodide. The reaction was stirred at 90° C. for 18 hours. Water was added to the cooled solution, which was subsequently extracted with 3×100 mls of ethyl acetate. The combined organics were washed with water (2×100 mls), water/brine (100 ml, 50:50) and brine solu... The reactants are ClC1=CC=C(CN2C(=CC3=CC=CC=C23)C(=O)O)C=C1 (1-(4-chlorobenzyl)-1H-indole-2-carboxylic acid), C(C)N=C=NCCCN(C)C (1-ethyl-3-(3-dimethylaminopropyl) carbodiimide), O.ON1N=NC2=C1C=CC=C2 (1-Hydroxybenzotriazole hydrate), C(C)(C)N(C(C)C)CC (N,N-Diisopropylethylamine), N1CCC(CC1)C(=O)OCC (ethyl piperidine-4-carboxylate). Run in O (Water), C(Cl)Cl (DCM), C(C)(=O)OCC (ethyl acetate). The product is ClC1=CC=C(CN2C(=CC3=CC=CC=C23)C(=O)N2CCC(CC2)C(=O)OCC)C=C1 (Ethyl 1-(1-(4-chlorobenzyl)-1H-indole-2-carbonyl)piperidine-4-carboxylate). As a reaction SMILES: [Cl:1][C:2]1[CH:20]=[CH:19][C:5]([CH2:6][N:7]2[C:15]3[C:10](=[CH:11][CH:12]=[CH:13][CH:14]=3)[CH:9]=[C:8]2[C:16]([OH:18])=O)=[CH:4][CH:3]=1.C(N=C=NCCCN(C)C)C.O.ON1C2C=CC=CC=2N=N1.C(N(CC)C(C)C)(C)C.[NH:52]1[CH2:57][CH2:56][CH:55]([C:58]([O:60][CH2:61][CH3:62])=[O:59])[CH2:54][CH2:53]1>C(Cl)Cl.C(OCC)(=O)C.O>[Cl:1][C:2]1[CH:20]=[CH:19][C:5]([CH2:6][N:7]2[C:15]3[C:10](=[CH:11][CH:12]=[CH:13][CH:14]=3)[CH:9]=[C:8]2[C:16]([N:52]2[CH2:57][CH2:56][CH:55]([C:58]([O:60][CH2:61][CH3:62])=[O:59])[CH2:54][CH2:53]2)=[O:18])=[CH:4][CH:3]=1 |f:2.3|. Procedure details: 1-(4-chlorobenzyl)-1H-indole-2-carboxylic acid (2.4 g, 8.40 mmol), 1-ethyl-3-(3-dimethylaminopropyl) carbodiimide (2.4 g, 12.60 mmol), and 1-Hydroxybenzotriazole hydrate (1.9 g, 12.60 mmol) were dissolved in 20.0 mL of DCM. The resulting suspension was stirred for twenty minutes where it turned into a clear, yellow solution. N,N-Diisopropylethylamine (2.2 mL, 12.60 mmol) and ethyl piperidine-4-carboxylate (1.94 mL, 12.60 mmol) were added to the reaction. The reaction was stirred overnight. Water...